From a dataset of the Open Reaction Database (ORD), a public repository of structured organic reaction records. describe an organic reaction: reactants, conditions, products, and yield Reactants: C(=O)([O-])[O-].[Na+].[Na+] (Na2CO3), N1C=CC2=CC(=CC=C12)B(O)O (indole-5-boronic acid), CCO (EtOH), ClC=1N=NC(=CC1)Cl (3,6-dichloropyridazine). Reagents/catalysts: C=1C=CC(=CC1)[P](C=2C=CC=CC2)(C=3C=CC=CC3)[Pd]([P](C=4C=CC=CC4)(C=5C=CC=CC5)C=6C=CC=CC6)([P](C=7C=CC=CC7)(C=8C=CC=CC8)C=9C=CC=CC9)[P](C=1C=CC=CC1)(C=1C=CC=CC1)C=1C=CC=CC1 (Pd(PPh3)4). The solvent is O (H2O), C1(=CC=CC=C1)C (toluene). Conditions: time 30 minute. Yields the product ClC1=CC=C(N=N1)C=1C=C2C=CNC2=CC1 (5-(6-Chloro-3-pyridazinyl)-1H-indole). Isolated yield 24.6%. Reaction SMILES: C([O-])([O-])=O.[Na+].[Na+].[NH:7]1[C:15]2[C:10](=[CH:11][C:12](B(O)O)=[CH:13][CH:14]=2)[CH:9]=[CH:8]1.CCO.[Cl:22][C:23]1[N:24]=[N:25][C:26](Cl)=[CH:27][CH:28]=1>O.C1C=CC([P]([Pd]([P](C2C=CC=CC=2)(C2C=CC=CC=2)C2C=CC=CC=2)([P](C2C=CC=CC=2)(C2C=CC=CC=2)C2C=CC=CC=2)[P](C2C=CC=CC=2)(C2C=CC=CC=2)C2C=CC=CC=2)(C2C=CC=CC=2)C2C=CC=CC=2)=CC=1.C1(C)C=CC=CC=1>[Cl:22][C:23]1[N:24]=[N:25][C:26]([C:12]2[CH:11]=[C:10]3[C:15](=[CH:14][CH:13]=2)[NH:7][CH:8]=[CH:9]3)=[CH:27][CH:28]=1 |f:0.1.2,^1:34,36,55,74|. Procedure: To a solution of Na2CO3 (0.70 g, 6.6 mmol) in H2O (5 mL) was added indole-5-boronic acid (1.0 g, 6.2 mmol) and EtOH (25 mL). After stirring at rt for 30 min, 3,6-dichloropyridazine (935 mg, 6.30 mmol), toluene (50 mL) and Pd(PPh3)4 (0.30 g) were added. The mixture was stirred at 90° C. for 30 h and then evaporated in vacuo. The residue was treated with CH2Cl2 (100 mL), washed with brine, dried (Na2SO4), filtered and concentrated. The residue was purified by flash chromatography, eluting with (CH... Starting materials: O1CCC2=C1C(=CC=C2)C(=O)O (2,3-dihydrobenzofuran-7-carboxylic acid), solution, Cl (hydrochloric acid), C[Li] (methyllithium). Reaction conditions: time 18 hour. Procedure details: To a cooled suspension of 2,3-dihydrobenzofuran-7-carboxylic acid (D1) (2 g) in dry diethyl ether (100 ml) was added dropwise under argon, methyllithium (16.2 ml of a 1.5M solution in diethyl ether). The mixture was stirred at room temperature for 18 h, added to 5N hydrochloric acid (50 ml) and extracted into ethyl acetate. The organic phase was washed with potassium carbonate, then water and dried (Na2SO4). The solvent was evaporated under reduced pressure to leave the title compound as a plate... Product: C(C)(=O)C1=CC=CC=2CCOC21 (7-acetyl-2,3-dihydrobenzofuran), solid. The yield is 76.0%. Reaction SMILES: [O:1]1[C:5]2[C:6]([C:10]([OH:12])=O)=[CH:7][CH:8]=[CH:9][C:4]=2[CH2:3][CH2:2]1.[CH3:13][Li].Cl>C(OCC)C>[C:10]([C:6]1[C:5]2[O:1][CH2:2][CH2:3][C:4]=2[CH:9]=[CH:8][CH:7]=1)(=[O:12])[CH3:13]. The solvent is C(C)OCC (diethyl ether), C(C)OCC (diethyl ether). The reactants are NC(C1=CC=C(C=C1)C1=NN(C2=NC=NC(=C21)N)[C@@H]2CC[C@@H](CC2)N2CCN(CC2)C)C2=CC=CC=C2 (Cis-3-{4-[amino(phenyl)methyl]phenyl}-1-[4-(4-methylpiperazino) cyclohexyl]-1H-pyrazolo[3,4-d]pyrimidin-4-amine), C1(CC(C)O1)=O (β-butyrolactone). Run in O1CCOCC1 (dioxane). Product: C(C)(=O)O.NC1=C2C(=NC=N1)N(N=C2C2=CC=C(C=C2)C(NC(CC(C)O)=O)C2=CC=CC=C2)[C@@H]2CC[C@@H](CC2)N2CCN(CC2)C (cis-N1-[(4-{4-amino-1-[4-(4-methylpiperazino)cyclohexyl]-1H-pyrazolo[3,4-d]pyrimidin-3-yl}phenyl)(phenyl)methyl]-3-hydroxybutanamide acetate). Isolated yield 84.0%. RXN SMILES: [NH2:1][CH:2]([C:32]1[CH:37]=[CH:36][CH:35]=[CH:34][CH:33]=1)[C:3]1[CH:8]=[CH:7][C:6]([C:9]2[C:17]3[C:12](=[N:13][CH:14]=[N:15][C:16]=3[NH2:18])[N:11]([C@H:19]3[CH2:24][CH2:23][C@@H:22]([N:25]4[CH2:30][CH2:29][N:28]([CH3:31])[CH2:27][CH2:26]4)[CH2:21][CH2:20]3)[N:10]=2)=[CH:5][CH:4]=1.[C:38]1(=[O:43])[O:42][CH:40]([CH3:41])[CH2:39]1>O1CCOCC1>[C:38]([OH:43])(=[O:42])[CH3:39].[NH2:18][C:16]1[N:15]=[CH:14][N:13]=[C:12]2[N:11]([C@H:19]3[CH2:24][CH2:23][C@@H:22]([N:25]4[CH2:26][CH2:27][N:28]([CH3:31])[CH2:29][CH2:30]4)[CH2:21][CH2:20]3)[N:10]=[C:9]([C:6]3[CH:5]=[CH:4][C:3]([CH:2]([C:32]4[CH:33]=[CH:34][CH:35]=[CH:36][CH:37]=4)[NH:1][C:38](=[O:43])[CH2:39][CH:40]([OH:42])[CH3:41])=[CH:8][CH:7]=3)[C:17]=12 |f:3.4|. Procedure: Cis-3-{4-[amino(phenyl)methyl]phenyl}-1-[4-(4-methylpiperazino) cyclohexyl]-1H-pyrazolo[3,4-d]pyrimidin-4-amine (0.05 g, 0.0001 mol) and β-butyrolactone (0.009 g, 0.0001 mol) were heated in dioxane at reflux for three hours. The solvent was removed under reduced pressure and the resulting residue purified by preparative HPLC (Hypersil C18, 8 μm, 25 cm; 10-60% acetonitrile—0.1M ammonium acetate over 25 min, 21 mL/min) to yield cis-N1-[(4-{4-amino-1-[4-(4-methylpiperazino)cyclohexyl]-1H-pyrazolo[3... The reactants are COC=1C=CC2=C(N=NS2)C1 (5-methoxy-1,2,3-benzothiadiazole), C1(=CC=CC=C1)N=C=S (phenyl isothiocyanate). Yields the product COC1=CC2=C(SC(S2)=NC2=CC=CC=C2)C=C1 (N-(5-Methoxy-1,3-benzodithiol-2-ylidene)benzenamine). RXN SMILES: [CH3:1][O:2][C:3]1[CH:4]=[CH:5][C:6]2[S:10]N=N[C:7]=2[CH:11]=1.[C:12]1([N:18]=[C:19]=[S:20])[CH:17]=[CH:16][CH:15]=[CH:14][CH:13]=1>>[CH3:1][O:2][C:3]1[CH:4]=[CH:5][C:6]2[S:10][C:19](=[N:18][C:12]3[CH:17]=[CH:16][CH:15]=[CH:14][CH:13]=3)[S:20][C:7]=2[CH:11]=1. Procedure: A solution of 5-methoxy-1,2,3-benzothiadiazole (5 g) in 50 ml of phenyl isothiocyanate is heated at 220° C under an inert atmosphere until the evolution of nitrogen ceases (about two hours). The excess phenyl isothiocyanate is removed in vacuo. The resultant residue is chromatographed on silica gel (500 ml) eluting with pentane/dichloromethane (4:1). Fractions containing the desired product (Rf =0.2, silica gel, benzene) are combined and concentrated in vacuo. The resultant solid is recrystalliz... The reactants are [N+](=O)([O-])[O-].[K+] (KNO3), FC1=CC(=C(C=C1)C(F)(F)F)C (4-Fluoro-2-methyl-1-(trifluoromethyl)benzene), crude mixture. Solvent: S(O)(O)(=O)=O (sulphuric acid). Reaction conditions: temperature 0 celsius, time 4 hour. The product is FC1=C(C=C(C(=C1)C)C(F)(F)F)[N+](=O)[O-] (1-Fluoro-5-methyl-2-nitro-4-(trifluoromethyl)benzene). As a reaction SMILES: [F:1][C:2]1[CH:7]=[CH:6][C:5]([C:8]([F:11])([F:10])[F:9])=[C:4]([CH3:12])[CH:3]=1.[N+:13]([O-])([O-:15])=[O:14].[K+]>S(=O)(=O)(O)O>[F:1][C:2]1[CH:3]=[C:4]([CH3:12])[C:5]([C:8]([F:9])([F:10])[F:11])=[CH:6][C:7]=1[N+:13]([O-:15])=[O:14] |f:1.2|. Procedure details: 4-Fluoro-2-methyl-1-(trifluoromethyl)benzene (5.6 mmol, 1 g) was dissolved in concentrated sulphuric acid (7 ml) and cooled to 0° C.; KNO3 (1 eq., 5.6 mmol, 566 mg) was added at to 0° C. in one pot and the mixture was stirred at to 0° C. for 4 hours. The crude mixture was poured onto ice and extracted with ethyl acetate; the organics were combined dried over Na2SO4, filtered and the solvent was evaporated to afford the title compound, 1.1 g, 88%. Starting materials: [N+](=O)([O-])C1=CC=CC=2C(OCC21)=O (1,3-dihydro-4-nitrobenzo[c]furan-1-one), solution. Run in B(F)(F)F.CCOCC (boron trifluoride etherate). The product is [N+](=O)([O-])C1=CC=CC=2COCC21 (1,3-dihydro-4-nitrobenzo[c]furan). Yield: 85.7%. Reaction SMILES: [N+:1]([C:4]1[C:12]2[CH2:11][O:10][C:9](=O)[C:8]=2[CH:7]=[CH:6][CH:5]=1)([O-:3])=[O:2]>B(F)(F)F.CCOCC>[N+:1]([C:4]1[C:12]2[CH2:11][O:10][CH2:9][C:8]=2[CH:7]=[CH:6][CH:5]=1)([O-:3])=[O:2] |f:1.2|. Procedure: A suspension of 19.5 g of 1,3-dihydro-4-nitrobenzo[c]furan-1-one in 100 ml of boron trifluoride etherate was cooled to 0°-5° under nitrogen. 125 ml of a 1M solution of borane-tetrahydrofuran complex was added dropwise below 10°. The orange suspension was allowed to warm to ambient temperature (H2 evolution), and the reaction mixture exothermed to 30°. When the exotherm subsided (15-20 minutes), the mixture was refluxed 2.5 hours. The reaction mixture was cooled, decanted from some brown solids, ...